From a dataset of the Open Reaction Database (ORD), a public repository of structured organic reaction records. describe an organic reaction: reactants, conditions, products, and yield Starting materials: mixture, CC1=NOC(=C1)C1C(=CCCC1(C)C)C (3-methyl-5-[2,6,6-trimethylcyclohex-2-en-1-yl]-isoxazole), [H][H] (hydrogen). The reagents and catalysts are [Pt]=O (platinum oxide). The solvent is C(C)O (ethanol), C(C)O (ethanol). The product is CC=1C(C(CCC1)(C)C)C(C=C(C)N)=O (2,6,6-trimethyl-1-[3-amino-but- 2-en-1-oyl]-cyclohex-2-ene). Yield: 90.0%. As a reaction SMILES: [CH3:1][C:2]1[CH:6]=[C:5]([CH:7]2[C:12]([CH3:14])([CH3:13])[CH2:11][CH2:10][CH:9]=[C:8]2[CH3:15])[O:4][N:3]=1.[H][H]>C(O)C.[Pt]=O>[CH3:15][C:8]1[CH:7]([C:5](=[O:4])[CH:6]=[C:2]([NH2:3])[CH3:1])[C:12]([CH3:13])([CH3:14])[CH2:11][CH2:10][CH:9]=1. Procedure details: 4.10 g (0.020 mole) of 3-methyl-5-[2,6,6-trimethylcyclohex-2-en-1-yl]-isoxazole were dissolved in 5 ml of anhydrous ethanol and the solution was added to 0.173 g of a mixture of 83.6 % of platinum oxide in 30 ml of ethanol, the said mixture having previously been subjected to a hydrogenation. The solution was then subjected to a hydrogenation at room temperature and at atmospheric pressure and, after absorption of one equivalent of hydrogen, filtered through a "Celite" carrier. After having been... Reactants: CN(C)C(=O)CN1CCNCC1, CCOc1ncccc1C1=NC(c2ccc(Cl)cc2)C(c2ccc(Cl)cc2)N1C(=O)Cl. The product is CCOc1ncccc1C1=NC(c2ccc(Cl)cc2)C(c2ccc(Cl)cc2)N1C(=O)N1CCN(CC(=O)N(C)C)CC1. As a reaction SMILES: [CH3:32][N:33]([C:34]([CH2:35][N:36]1[CH2:37][CH2:38][NH:39][CH2:40][CH2:41]1)=[O:42])[CH3:43].[Cl:1][c:2]1[cH:3][cH:4][c:5]([CH:8]2[N:9]=[C:10]([c:23]3[c:24]([O:29][CH2:30][CH3:31])[n:25][cH:26][cH:27][cH:28]3)[N:11]([C:20](=[O:21])[Cl:22])[CH:12]2[c:13]2[cH:14][cH:15][c:16]([Cl:19])[cH:17][cH:18]2)[cH:6][cH:7]1>>[Cl:1][c:2]1[cH:3][cH:4][c:5]([CH:8]2[N:9]=[C:10]([c:23]3[c:24]([O:29][CH2:30][CH3:31])[n:25][cH:26][cH:27][cH:28]3)[N:11]([C:20](=[O:21])[N:39]3[CH2:38][CH2:37][N:36]([CH2:35][C:34]([N:33]([CH3:32])[CH3:43])=[O:42])[CH2:41][CH2:40]3)[CH:12]2[c:13]2[cH:14][cH:15][c:16]([Cl:19])[cH:17][cH:18]2)[cH:6][cH:7]1. Starting materials: CC=1C=C2C(C(NC2=CC1)=O)=O (5-methylisatin), BrBr (bromine). Solvent: C(C)(=O)O (acetic acid), C(C)(=O)O (acetic acid). The product is BrC=1C=C(C=C2C(C(NC12)=O)=O)C (7-bromo-5-methylisatin). RXN SMILES: [CH3:1][C:2]1[CH:3]=[C:4]2[C:8](=[CH:9][CH:10]=1)[NH:7][C:6](=[O:11])[C:5]2=[O:12].[Br:13]Br>C(O)(=O)C>[Br:13][C:9]1[CH:10]=[C:2]([CH3:1])[CH:3]=[C:4]2[C:8]=1[NH:7][C:6](=[O:11])[C:5]2=[O:12]. Reported procedure: To a suspension of 8.0 g of 5-methylisatin in 200 ml of acetic acid was added dropwise a solution of 3.3 ml of bromine in 50 ml of acetic acid with stirring at room temperature, and the mixture was heated at 50° C. for 16 hours. The reaction mixture was concentrated under reduced pressure, and the residue was recrystallized from methanol-hexane to obtain 11.4 g of 7-bromo-5-methylisatin having a melting point of 176°-180° C. Reactants: FCC(C#N)(CCCOS(=O)(=O)C)N1C(C=2C(C1=O)=CC=CC2)=O (2-fluoromethyl-2-phthalimido-5-methanesulfonyloxypentanenitrile), [I-].[Na+] (sodium iodide). The solvent is CC(=O)C (acetone), CCOCC (ether), CC(=O)C (Acetone). Conditions: time 0.5 hour. Product: FCC(C#N)(CCCI)N1C(C=2C(C1=O)=CC=CC2)=O (2-fluoromethyl-2-phthalimido-5-iodopentanenitrile), oil. As a reaction SMILES: [F:1][CH2:2][C:3]([N:14]1[C:18](=[O:19])[C:17]2=[CH:20][CH:21]=[CH:22][CH:23]=[C:16]2[C:15]1=[O:24])([CH2:6][CH2:7][CH2:8]OS(C)(=O)=O)[C:4]#[N:5].[I-:25].[Na+]>CC(C)=O.CCOCC>[F:1][CH2:2][C:3]([N:14]1[C:18](=[O:19])[C:17]2=[CH:20][CH:21]=[CH:22][CH:23]=[C:16]2[C:15]1=[O:24])([CH2:6][CH2:7][CH2:8][I:25])[C:4]#[N:5] |f:1.2|. Procedure: A solution of 2-fluoromethyl-2-phthalimido-5-methanesulfonyloxypentanenitrile (42 g) and sodium iodide (35.7 g) in acetone (600 ml) is stirred and heated under reflux. After about 1/2 hour, the mixture solidifies. Acetone (500 ml) is added, and refluxing and stirring is continued overnight. The salts are removed by filtration and washed several times with acetone. The acetone is evaporated to give a residue which is dissolved in ether (1.5 l). The ether solution is washed subsequently with water... The reactants are NCCc1ccc2c(c1)OCCO2, Cc1sc2nc(-c3cnccn3)nc(Cl)c2c1Cl. Product: Cc1sc2nc(-c3cnccn3)nc(NCCc3ccc4c(c3)OCCO4)c2c1Cl. Reaction SMILES: [CH2:1]1[O:2][c:3]2[cH:4][c:5]([CH2:6][CH2:7][NH2:8])[cH:9][cH:10][c:11]2[O:12][CH2:13]1.[Cl:14][c:15]1[c:16]2[c:17]([n:18][c:19](-[c:21]3[n:22][cH:23][cH:24][n:25][cH:26]3)[n:20]1)[s:27][c:28]([CH3:31])[c:29]2[Cl:30]>>[CH2:1]1[O:2][c:3]2[cH:4][c:5]([CH2:6][CH2:7][NH:8][c:15]3[c:16]4[c:17]([n:18][c:19](-[c:21]5[n:22][cH:23][cH:24][n:25][cH:26]5)[n:20]3)[s:27][c:28]([CH3:31])[c:29]4[Cl:30])[cH:9][cH:10][c:11]2[O:12][CH2:13]1. Reactants: O (water), FC1=NC(=CC2=CC=C(C(=C12)F)C1=NC=C(C=N1)O)OCCCCCCCC (1,8-difluoro-7-(5-hydroxypyrimidin-2-yl)-3-octyloxyisoquinoline), C(CCCCCCC)Br (1 -octyl bromide), [H-].[Na+] (sodium hydride). The solvent is CN(C)C=O (DMF). Reaction conditions: time 30 minute. Yields the product C(CCCCCCC)OC=1C=NC(=NC1)C1=CC=C2C=C(N=C(C2=C1F)F)OCCCCCCCC (7-[5-(octyloxy)pyrimidin-2-yl]-1,8-difluoro-3-octyloxyisoquinoline). Isolated yield 90.0%. Reaction SMILES: [F:1][C:2]1[C:11]2[C:6](=[CH:7][CH:8]=[C:9]([C:13]3[N:18]=[CH:17][C:16]([OH:19])=[CH:15][N:14]=3)[C:10]=2[F:12])[CH:5]=[C:4]([O:20][CH2:21][CH2:22][CH2:23][CH2:24][CH2:25][CH2:26][CH2:27][CH3:28])[N:3]=1.[H-].[Na+].[CH2:31](Br)[CH2:32][CH2:33][CH2:34][CH2:35][CH2:36][CH2:37][CH3:38].O>CN(C=O)C>[CH2:31]([O:19][C:16]1[CH:15]=[N:14][C:13]([C:9]2[C:10]([F:12])=[C:11]3[C:6]([CH:5]=[C:4]([O:20][CH2:21][CH2:22][CH2:23][CH2:24][CH2:25][CH2:26][CH2:27][CH3:28])[N:3]=[C:2]3[F:1])=[CH:7][CH:8]=2)=[N:18][CH:17]=1)[CH2:32][CH2:33][CH2:34][CH2:35][CH2:36][CH2:37][CH3:38] |f:1.2|. Procedure details: 10 mmol of 1,8-difluoro-7-(5-hydroxypyrimidin-2-yl)-3-octyloxyisoquinoline are dissolved in 50 ml of DMF, and 11 mmol of sodium hydride are added. After the mixture has been stirred for 30 minutes, 11 mmol of 1 -octyl bromide are added dropwise, and the mixture is stirred at 60° C. for a further 140 minutes and poured into water. The mixture is extracted with dichloromethane, the combined organic phases are dried, the solvent is removed in vacuo, and the residue is chromatographed on silica gel,...